From a dataset of the Open Reaction Database (ORD), a public repository of structured organic reaction records. describe an organic reaction: reactants, conditions, products, and yield The reactants are FC=1C=CC2=C(C(=NCC(=N2)NN)C2=C(C=CC=C2)F)C1 (7-fluoro-5(o-fluorophenyl)-3H-1,4-benzodiazepin-2-yl hydrazine), ClCC(=O)Cl (chloroacetyl chloride), C(C)(=O)[O-].[Na+] (sodium acetate). Yields the product FC=1C=CC2=C(C(=NCC=3N2C(=NN3)CCl)C3=C(C=CC=C3)F)C1 (8-fluoro-1-(chloromethyl)-6-(o-fluorophenyl)-4H-s-triazolo[4,3-a][1,4]benzodiazepine). As a reaction SMILES: [F:1][C:2]1[CH:3]=[CH:4][C:5]2[N:11]=[C:10]([NH:12][NH2:13])[CH2:9][N:8]=[C:7]([C:14]3[CH:19]=[CH:18][CH:17]=[CH:16][C:15]=3[F:20])[C:6]=2[CH:21]=1.[Cl:22][CH2:23][C:24](Cl)=O.C([O-])(=O)C.[Na+]>>[F:1][C:2]1[CH:3]=[CH:4][C:5]2[N:11]3[C:24]([CH2:23][Cl:22])=[N:13][N:12]=[C:10]3[CH2:9][N:8]=[C:7]([C:14]3[CH:19]=[CH:18][CH:17]=[CH:16][C:15]=3[F:20])[C:6]=2[CH:21]=1 |f:2.3|. Reported procedure: In the manner given in Preparation 10, 7-fluoro-5(o-fluorophenyl)-3H-1,4-benzodiazepin-2-yl hydrazine is reacted with chloroacetyl chloride and after 1.5 hours with sodium acetate. The mixture is then refluxed to give 8-fluoro-1-(chloromethyl)-6-(o-fluorophenyl)-4H-s-triazolo[4,3-a][1,4]benzodiazepine. Preparation 13 8-Chloro-1-(chloromethyl)-6-(2,6-difluorophenyl)-4H-s-triazolo[4,3-a][1,4]benzodiazepine